From a dataset of the Open Reaction Database (ORD), a public repository of structured organic reaction records. describe an organic reaction: reactants, conditions, products, and yield The reactants are ClC1=C(C(=O)O)C=C(C(=C1)F)N1C(N(C(=CC1=O)C(F)(F)F)C)=O (2-chloro-5[3,6-dihydro-2,6-dioxo-3-methyl-4-trifluoromethyl-1(2H)-pyrimidinyl]-4fluorobenzoic acid), S(=O)(Cl)Cl (thionyl chloride), C1=CC=CC=C1 (benzene). The reagents and catalysts are CN(C=O)C (dimethylformamide). Reaction conditions: time 2.5 hour. Yields the product ClC1=C(C(=O)SC(C)C)C=C(C(=C1)F)N1C(N(C(=CC1=O)C(F)(F)F)C)=O (S-isopropyl 2-chloro-5-[3,6-dihydro-2 6-dioxo-3-methyl-4 -trifluoromethyl-1(2H)-pyrimidinyl]-4-fluorothiobenzoate). Reaction SMILES: [Cl:1][C:2]1[CH:10]=[C:9]([F:11])[C:8]([N:12]2[C:17](=[O:18])[CH:16]=[C:15]([C:19]([F:22])([F:21])[F:20])[N:14]([CH3:23])[C:13]2=[O:24])=[CH:7][C:3]=1[C:4]([OH:6])=O.[S:25](Cl)(Cl)=O.[CH:29]1[CH:34]=CC=C[CH:30]=1>CN(C)C=O>[Cl:1][C:2]1[CH:10]=[C:9]([F:11])[C:8]([N:12]2[C:17](=[O:18])[CH:16]=[C:15]([C:19]([F:22])([F:20])[F:21])[N:14]([CH3:23])[C:13]2=[O:24])=[CH:7][C:3]=1[C:4]([S:25][CH:29]([CH3:34])[CH3:30])=[O:6]. Procedure details: 2.5 g of 2-chloro-5[3,6-dihydro-2,6-dioxo-3-methyl-4-trifluoromethyl-1(2H)-pyrimidinyl]-4fluorobenzoic acid are heated at reflux temperature for 3 hours in 20 ml of benzene and 2.4 ml of thionyl chloride together with one drop of dimethylformamide. Subsequently, the reaction mixture is evaporated to dryness and dissolved in 15 ml of dioxan. This solution, which consists mainly of the acid chloride of the above-mentioned benzoic acid and the solvent, is added dropwise at room temperature to a sol... Reactants: N1(CCNCC1)C(=O)OC(C)(C)C (tert-butyl piperazine-1-carboxylate), BrCCOC (1-bromo-2-methoxyethane). Product: COCCN1CCN(CC1)C(=O)OC(C)(C)C (tert-butyl 4-(2-methoxyethyl)piperazine-1-carboxylate). Isolated yield 908.6%. As a reaction SMILES: [N:1]1([C:7]([O:9][C:10]([CH3:13])([CH3:12])[CH3:11])=[O:8])[CH2:6][CH2:5][NH:4][CH2:3][CH2:2]1.Br[CH2:15][CH2:16][O:17][CH3:18]>>[CH3:18][O:17][CH2:16][CH2:15][N:4]1[CH2:5][CH2:6][N:1]([C:7]([O:9][C:10]([CH3:13])([CH3:12])[CH3:11])=[O:8])[CH2:2][CH2:3]1. Procedure: Prepared from tert-butyl piperazine-1-carboxylate (1.02 g, 5.50 mmol) and 1-bromo-2-methoxyethane (0.695 g, 5.0 mmol) according to the procedure described for Example 138, Step A. The product was obtained as a waxy solid (11.10 g, 89%).